Dataset: the Open Reaction Database (ORD), a public repository of structured organic reaction records. Task: describe an organic reaction: reactants, conditions, products, and yield The reactants are BrC=1C=CC=2C3=C(NC2C1)C(=NC(=N3)N3CCNCC3)OCC (7-bromo-4-ethoxy-2-(piperazin-1-yl)-5H-pyrimido[5,4-b]indole), FC(C(=O)N1CCC(CC1)C(=O)Cl)(F)F (1-(2,2,2-trifluoroacetyl)piperidine-4-carboxylic acid chloride), O (water). Solvent: N1=CC=CC=C1 (pyridine), C(Cl)Cl (CH2Cl2). Conditions: time 40 minute. Product: BrC=1C=CC=2C3=C(NC2C1)C(=NC(=N3)C3CCNCC3)O (7-bromo-2-(4-piperidyl)-5H-pyrimido[5,4-b]indol-4-ol). Yield: 89.4%. Reaction SMILES: FC(F)(F)C([N:5]1[CH2:10][CH2:9][CH:8]([C:11](Cl)=O)[CH2:7][CH2:6]1)=O.[Br:16][C:17]1[CH:18]=[CH:19][C:20]2[C:21]3[N:29]=C(N4CCNCC4)[N:27]=[C:26]([O:36]CC)[C:22]=3[NH:23][C:24]=2[CH:25]=1.O>C(Cl)Cl.N1C=CC=CC=1>[Br:16][C:17]1[CH:18]=[CH:19][C:20]2[C:21]3[N:29]=[C:11]([CH:8]4[CH2:7][CH2:6][NH:5][CH2:10][CH2:9]4)[N:27]=[C:26]([OH:36])[C:22]=3[NH:23][C:24]=2[CH:25]=1. Procedure details: 767 mg (3.15 mmol) 1-(2,2,2-trifluoroacetyl)piperidine-4-carboxylic acid chloride dissolved in CH2Cl2 was slowly added drop-wise to 526 mg (2.10 mmol) 3-amino-6-bromo-1H-indole-2-carboxylic acid amide (Example 4) in pyridine at 0° C. Then, stirring was carried out at room temperature for 40 min. After the addition of water, the solvent was removed in vacuo and the residue was taken up in methanol. After the addition of 2 M NaOH (excess), the reaction was kept at reflux for 45 min. Thereafter, th... Reactants: N1CC(OCC1)C(=O)OCC1=CC=CC=C1 (benzyl morpholine-2-carboxylate), C(C)N(C(C)C)C(C)C (N-ethyl-N-isopropylpropan-2-amine), C(=O)(Cl)Cl (phosgene), C(C)N(C(C)C)C(C)C (N-ethyl-N -isopropylpropan-2-amine), CC1(CNCCC1)C (3,3-dimethylpiperidine). The solvent is C(Cl)Cl (DCM), C(Cl)Cl (DCM). Conditions: temperature 0 celsius, time 4 hour. Yields the product CC1(CN(CCC1)C(=O)N1CC(OCC1)C(=O)OCC1=CC=CC=C1)C (Benzyl 4-(3,3-dimethylpiperidine-1-carbonyl)morpholine-2-carboxylate). As a reaction SMILES: [C:1](Cl)(Cl)=[O:2].[NH:5]1[CH2:10][CH2:9][O:8][CH:7]([C:11]([O:13][CH2:14][C:15]2[CH:20]=[CH:19][CH:18]=[CH:17][CH:16]=2)=[O:12])[CH2:6]1.C(N(C(C)C)C(C)C)C.[CH3:30][C:31]1([CH3:37])[CH2:36][CH2:35][CH2:34][NH:33][CH2:32]1>C(Cl)Cl>[CH3:30][C:31]1([CH3:37])[CH2:36][CH2:35][CH2:34][N:33]([C:1]([N:5]2[CH2:10][CH2:9][O:8][CH:7]([C:11]([O:13][CH2:14][C:15]3[CH:20]=[CH:19][CH:18]=[CH:17][CH:16]=3)=[O:12])[CH2:6]2)=[O:2])[CH2:32]1. Procedure details: In a dry 25-mL RBF, phosgene (0.25 ml, 0.47 mmol) was dissolved in DCM (2 mL) and the solution was cooled to 0° C. A solution of benzyl morpholine-2-carboxylate (50%, 0.070 g, 0.16 mmol, Example 458, Step 2) and N-ethyl-N-isopropylpropan-2-amine (0.041 ml, 0.24 mmol) in DCM (2 mL) was added. The solution was stirred at 0° C. for 4 h, and the ice bath was removed, and the mixture stirred at RT for 1 hour. The reaction mixture was concentrated, and the residue dissolved in DCM (2 mL), and N-ethyl-... Starting materials: C([O-])([O-])=O.[Cs+].[Cs+] (cesium carbonate), C1(=CC=CC=C1)P(C1=CC=CC=2C(C3=CC=CC(=C3OC12)P(C1=CC=CC=C1)C1=CC=CC=C1)(C)C)C1=CC=CC=C1 (4,5-bis(diphenylphosphino)-9,9-dimethylxanthene), C(C)C1(C(NC(C1=O)C)=O)CC (3,3-diethyl-5-methylpyrrolidine-2,4-dione), BrC1=CC(=C(C#N)C=C1)Cl (4-bromo-2-chlorobenzonitrile). The reagents and catalysts are C=1C=CC(=CC1)/C=C/C(=O)/C=C/C2=CC=CC=C2.C=1C=CC(=CC1)/C=C/C(=O)/C=C/C2=CC=CC=C2.C=1C=CC(=CC1)/C=C/C(=O)/C=C/C2=CC=CC=C2.[Pd].[Pd] (tris(dibenzylideneacetone)dipalladium(0)). The product is ClC1=C(C#N)C=CC(=C1)N1C(C(C(C1C)=O)(CC)CC)=O (2-chloro-4-(3,3-diethyl-5-methyl-2,4-dioxopyrrolidin-1-yl)benzonitrile), crystals. Isolated yield 37.0%. Reaction SMILES: [CH2:1]([C:3]1([CH2:11][CH3:12])[C:7](=[O:8])[CH:6]([CH3:9])[NH:5][C:4]1=[O:10])[CH3:2].Br[C:14]1[CH:21]=[CH:20][C:17]([C:18]#[N:19])=[C:16]([Cl:22])[CH:15]=1.C(=O)([O-])[O-].[Cs+].[Cs+].C1(P(C2C=CC=CC=2)C2C3OC4C(=CC=CC=4P(C4C=CC=CC=4)C4C=CC=CC=4)C(C)(C)C=3C=CC=2)C=CC=CC=1>C1C=CC(/C=C/C(/C=C/C2C=CC=CC=2)=O)=CC=1.C1C=CC(/C=C/C(/C=C/C2C=CC=CC=2)=O)=CC=1.C1C=CC(/C=C/C(/C=C/C2C=CC=CC=2)=O)=CC=1.[Pd].[Pd]>[Cl:22][C:16]1[CH:15]=[C:14]([N:5]2[CH:6]([CH3:9])[C:7](=[O:8])[C:3]([CH2:1][CH3:2])([CH2:11][CH3:12])[C:4]2=[O:10])[CH:21]=[CH:20][C:17]=1[C:18]#[N:19] |f:2.3.4,6.7.8.9.10|. Procedure details: Using 3,3-diethyl-5-methylpyrrolidine-2,4-dione (150 mg), 4-bromo-2-chlorobenzonitrile (230 mg), cesium carbonate (433 mg), tris(dibenzylideneacetone)dipalladium(0) (40.6 mg) and 4,5-bis(diphenylphosphino)-9,9-dimethylxanthene (76.9 mg), and in the same manner as in Reference Example 3, the title compound was obtained as colorless crystals (yield: 101 mg, 37%). The reactants are Cc1nc(Cl)c2c(n1)N(c1c(C)cc(Br)cc1C)C(=O)C2C, CCO, CCN(C(C)C)C(C)C, CCOC(=O)C1CCNCC1. The product is CCOC(=O)C1CCN(c2nc(C)nc3c2C(C)C(=O)N3c2c(C)cc(Br)cc2C)CC1. Reaction SMILES: [Br:1][c:2]1[cH:3][c:4]([CH3:22])[c:5]([N:9]2[C:10](=[O:21])[CH:11]([CH3:20])[c:12]3[c:13]2[n:14][c:15]([CH3:19])[n:16][c:17]3[Cl:18])[c:6]([CH3:8])[cH:7]1.[CH3:43][CH2:44][OH:45].[CH:34]([N:35]([CH2:36][CH3:37])[CH:38]([CH3:39])[CH3:40])([CH3:41])[CH3:42].[NH:23]1[CH2:24][CH2:25][CH:26]([C:27](=[O:28])[O:29][CH2:30][CH3:31])[CH2:32][CH2:33]1>>[Br:1][c:2]1[cH:3][c:4]([CH3:22])[c:5]([N:9]2[C:10](=[O:21])[CH:11]([CH3:20])[c:12]3[c:13]2[n:14][c:15]([CH3:19])[n:16][c:17]3[N:23]2[CH2:24][CH2:25][CH:26]([C:27](=[O:28])[O:29][CH2:30][CH3:31])[CH2:32][CH2:33]2)[c:6]([CH3:8])[cH:7]1. The product is O=C(Nc1cc(Oc2ccc3c(c2)c(Cl)cn3C(=O)Nc2ccccc2)ccn1)C1CCNCC1. Reactants: CC(C)(C)OC(=O)N1CCC(C(=O)Nc2cc(Oc3ccc4c(c3)c(Cl)cn4C(=O)Nc3ccccc3)ccn2)CC1, [Na+], [Na], [OH-], O, O=C(O)C(F)(F)F. As a reaction SMILES: [NH:1]([c:2]1[cH:3][cH:4][cH:5][cH:6][cH:7]1)[C:8](=[O:9])[n:10]1[cH:11][c:12]([Cl:42])[c:13]2[cH:14][c:15]([O:19][c:20]3[cH:21][c:22]([NH:26][C:27](=[O:28])[CH:29]4[CH2:30][CH2:31][N:32]([C:35]([O:36][C:37]([CH3:38])([CH3:39])[CH3:40])=[O:41])[CH2:33][CH2:34]4)[n:23][cH:24][cH:25]3)[cH:16][cH:17][c:18]12.[Na+:46].[Na:43].[OH-:45].[OH2:44].[OH:47][C:48]([C:49]([F:50])([F:51])[F:52])=[O:53]>>[NH:1]([c:2]1[cH:3][cH:4][cH:5][cH:6][cH:7]1)[C:8](=[O:9])[n:10]1[cH:11][c:12]([Cl:42])[c:13]2[cH:14][c:15]([O:19][c:20]3[cH:21][c:22]([NH:26][C:27](=[O:28])[CH:29]4[CH2:30][CH2:31][NH:32][CH2:33][CH2:34]4)[n:23][cH:24][cH:25]3)[cH:16][cH:17][c:18]12. The reactants are CC=1C=NC(=C(C1OC)C)C[S+](C=2[N-]C=3C=CC(=CC3N2)OC)[O-].[K+] (esomeprazole potassium), O.O.O.O.O.O.O.S(=O)(=O)([O-])[O-].[Mg+2] (magnesium sulphate heptahydrate). Run in CO (methanol). Run at temperature 2.5 celsius, time 1.75 hour. Yields the product CC1=CN=C(C(=C1OC)C)C[S@](=O)C2=NC3=C([N-]2)C=CC(=C3)OC.[Mg+2] (esomeprazole magnesium salt). The yield is 45.0%. As a reaction SMILES: [CH3:1][C:2]1[CH:3]=[N:4][C:5]([CH2:11][S+:12]([O-:24])[C:13]2[N-:14][C:15]3[CH:16]=[CH:17][C:18]([O:22][CH3:23])=[CH:19][C:20]=3[N:21]=2)=[C:6]([CH3:10])[C:7]=1[O:8][CH3:9].[K+].O.O.O.O.O.O.O.S([O-])([O-])(=O)=O.[Mg+2:38]>CO>[CH3:1][C:2]1[C:7]([O:8][CH3:9])=[C:6]([CH3:10])[C:5]([CH2:11][S@@:12]([C:13]2[N-:14][C:15]3[CH:16]=[CH:17][C:18]([O:22][CH3:23])=[CH:19][C:20]=3[N:21]=2)=[O:24])=[N:4][CH:3]=1.[Mg+2:38] |f:0.1,2.3.4.5.6.7.8.9.10,12.13|. Procedure details: To a solution of esomeprazole potassium salt (100 g, 0.261 mole) in methanol (500 ml) kept in a round bottom flask, was added magnesium sulphate heptahydrate (64.1 g, 0.26 mole) at 25-30° C. and stirred for 1.5-2 hrs. The insoluble material formed was filtered off and the filtrate was passed through a 0.45 micron membrane filter. To the filtrate, water (1300 ml) was added and stirred at 25-30° C. for 1-1.5 hrs, cooled to 0-5° C., and stirred for a further period of 1-1.5 hrs. The solid formed wa... Starting materials: N1(CCOCC1)C=1N=C(NC(C1)=O)CC(=O)[O-].[Na+] (sodium [4-(morpholin-4-yl)-6-oxo-1,6-dihydropyrimidin-2-yl]acetate), NC1=C(C=CC=C1)O (2-aminophenol). The product is OC1=C(C=CC=C1)NC(CC=1NC(C=C(N1)N1CCOCC1)=O)=O (N-(2-hydroxyphenyl)-2-[4-(morpholin-4-yl)-6-oxo-1,6-dihydropyrimidin-2-yl]acetamide). The yield is 58.5%. As a reaction SMILES: [N:1]1([C:7]2[N:8]=[C:9]([CH2:14][C:15]([O-:17])=O)[NH:10][C:11](=[O:13])[CH:12]=2)[CH2:6][CH2:5][O:4][CH2:3][CH2:2]1.[Na+].[NH2:19][C:20]1[CH:25]=[CH:24][CH:23]=[CH:22][C:21]=1[OH:26]>>[OH:26][C:21]1[CH:22]=[CH:23][CH:24]=[CH:25][C:20]=1[NH:19][C:15](=[O:17])[CH2:14][C:9]1[NH:10][C:11](=[O:13])[CH:12]=[C:7]([N:1]2[CH2:2][CH2:3][O:4][CH2:5][CH2:6]2)[N:8]=1 |f:0.1|. Procedure details: The product is prepared according to the procedure described in Example 5, using 500 mg of sodium [4-(morpholin-4-yl)-6-oxo-1,6-dihydropyrimidin-2-yl]acetate and 278 mg of 2-aminophenol in place of the 2,4-difluoroaniline. 370 mg of N-(2-hydroxyphenyl)-2-[4-(morpholin-4-yl)-6-oxo-1,6-dihydropyrimidin-2-yl]acetamide are obtained in the form of a white solid, the characteristics of which are the following: The reactants are OC(CCN1CC=C(CC1)C1=CC=CC=C1)C=1C=C2CCC(NC2=CC1)=O (6-[1-hydroxy-3-(4-phenyl-1,2,5,6-tetrahydro-1-pyridyl)propyl]-3,4-dihydrocarbostyril), Cl (hydrochloric acid). Solvent: CO (methanol). Yields the product C1(=CC=CC=C1)C1=CCN(CC1)CC=CC=1C=C2CCC(NC2=CC1)=O (6-[3-(4-phenyl-1,2,5,6-tetrahydro-1-pyridyl)-1-propenyl]-3,4-dihydrocarbostyril). RXN SMILES: O[CH:2]([C:17]1[CH:18]=[C:19]2[C:24](=[CH:25][CH:26]=1)[NH:23][C:22](=[O:27])[CH2:21][CH2:20]2)[CH2:3][CH2:4][N:5]1[CH2:10][CH2:9][C:8]([C:11]2[CH:16]=[CH:15][CH:14]=[CH:13][CH:12]=2)=[CH:7][CH2:6]1.Cl>CO>[C:11]1([C:8]2[CH2:9][CH2:10][N:5]([CH2:4][CH:3]=[CH:2][C:17]3[CH:18]=[C:19]4[C:24](=[CH:25][CH:26]=3)[NH:23][C:22](=[O:27])[CH2:21][CH2:20]4)[CH2:6][CH:7]=2)[CH:16]=[CH:15][CH:14]=[CH:13][CH:12]=1. Procedure: 1.0 Gram of 6-[1-hydroxy-3-(4-phenyl-1,2,5,6-tetrahydro-1-pyridyl)propyl]-3,4-dihydrocarbostyril was dissolved in 30 ml of methanol, then 2 ml of concentrated hydrochloric acid was added to the solution and the mixture was refluxed by heating for 2 hours. The reaction mixture was concentrated under a reduced pressure, then thus obtained residue was treated with 50 ml of 0.5% of sodium hydroxide and the mixture was extracted with chloroform. The chloroform layer was washed with water and dried, n... Reactants: CC(CC1=C(C=CC(=N1)COC=1C(=C(C=CC1)CCC(=O)OCC)F)C1=C(C=CC(=C1)OC)F)(C)C (ethyl 3-(3-((6-(2,2-dimethylpropyl)-5-(2-fluoro-5-methoxyphenyl)pyridin-2-yl)methoxy)-2-fluorophenyl)propanoate), [OH-].[Na+] (sodium hydroxide), Cl (Hydrochloric acid). The solvent is CO (methanol). Reaction conditions: time 15 hour. Yields the product CC(CC1=C(C=CC(=N1)COC=1C(=C(C=CC1)CCC(=O)O)F)C1=C(C=CC(=C1)OC)F)(C)C (3-(3-((6-(2,2-dimethylpropyl)-5-(2-fluoro-5-methoxyphenyl)pyridin-2-yl)methoxy)-2-fluorophenyl)propanoic acid). Isolated yield 45.0%. RXN SMILES: [CH3:1][C:2]([CH3:36])([CH3:35])[CH2:3][C:4]1[N:9]=[C:8]([CH2:10][O:11][C:12]2[C:13]([F:25])=[C:14]([CH2:18][CH2:19][C:20]([O:22]CC)=[O:21])[CH:15]=[CH:16][CH:17]=2)[CH:7]=[CH:6][C:5]=1[C:26]1[CH:31]=[C:30]([O:32][CH3:33])[CH:29]=[CH:28][C:27]=1[F:34].[OH-].[Na+].Cl>CO>[CH3:1][C:2]([CH3:36])([CH3:35])[CH2:3][C:4]1[N:9]=[C:8]([CH2:10][O:11][C:12]2[C:13]([F:25])=[C:14]([CH2:18][CH2:19][C:20]([OH:22])=[O:21])[CH:15]=[CH:16][CH:17]=2)[CH:7]=[CH:6][C:5]=1[C:26]1[CH:31]=[C:30]([O:32][CH3:33])[CH:29]=[CH:28][C:27]=1[F:34] |f:1.2|. Reported procedure: To a solution of ethyl 3-(3-((6-(2,2-dimethylpropyl)-5-(2-fluoro-5-methoxyphenyl)pyridin-2-yl)methoxy)-2-fluorophenyl)propanoate (400 mg) in methanol (4.0 mL) was added 1N aqueous sodium hydroxide solution (4.0 mL), and the mixture was stirred at room temperature for 15 hr. 1N Hydrochloric acid was added to the reaction mixture to adjust to pH<4, and the mixture was extracted with ethyl acetate. The extract was washed with saturated brine, and dried over anhydrous sodium sulfate. The solvent was...